From a dataset of the Open Reaction Database (ORD), a public repository of structured organic reaction records. describe an organic reaction: reactants, conditions, products, and yield Product: BrCC=1N=NN(C1)C1=CC=C(N)C=C1 (4-(4-(bromomethyl)-1H-1,2,3-triazol-1-yl)aniline), NC1=CC=CC=C1 (aniline). Reaction conditions: temperature 60 celsius. Starting materials: N(=[N+]=[N-])C1=CC=C(C=C1)[N+](=O)[O-] (1-azido-4-nitrobenzene), C(C#C)Br (propargyl bromide). RXN SMILES: [N:1]([C:4]1[CH:9]=[CH:8][C:7]([N+:10]([O-])=O)=[CH:6][CH:5]=1)=[N+:2]=[N-:3].[CH2:13]([Br:16])[C:14]#[CH:15]>C1(C)C=CC=CC=1>[Br:16][CH2:13][C:14]1[N:3]=[N:2][N:1]([C:4]2[CH:9]=[CH:8][C:7]([NH2:10])=[CH:6][CH:5]=2)[CH:15]=1.[NH2:1][C:4]1[CH:9]=[CH:8][CH:7]=[CH:6][CH:5]=1. Reported procedure: A mixture of 1-azido-4-nitrobenzene (0.5 g, 3.0 mmol), propargyl bromide (80% in toluene) (0.7 mL, 0.6 mmol) and toluene (3 mL) in a sealed tube was heated to 60° C. for 24 h. The reaction mixture was cooled to room temperature and concentrated to give two inseparable isomers 4-(4-(bromomethyl)-1H-1,2,3-triazol-1-yl)aniline and 445-(bromomethyl)-1H-1,2,3-triazol-1-yl)aniline in a 2/1 ratio (as judged by analytical HPLC analysis) which were hydrogenated to afford a mixture of 4-(4-methyl-1H-1,2,3... Solvent: C1(=CC=CC=C1)C (toluene). The reactants are ICCN1N=NN(C1=O)C (1,4-dihydro-1-(2-iodoethyl)-4-methyl-5H-tetrazol-5-one), COCC1(CCNCC1)N(C(CC)=O)C1=CC=CC=C1 (N-[4-(methoxymethyl)-4-piperidinyl]-N-phenylpropanamide), C([O-])([O-])=O.[Na+].[Na+] (sodium carbonate), [I-].[K+] (potassium iodide). Run in O (water), O (water), CC(CC(C)=O)C (4-methyl-2-pentanone). Yields the product C(C(=O)O)(=O)O.CN1N=NN(C1=O)CCN1CCC(CC1)(COC)N(C(CC)=O)C1=CC=CC=C1 (N-{1-[2-(4,5-dihydro-4-methyl-5-oxo-1H-tetrazol-1-yl)ethyl]-4-(methoxymethyl)-4-piperidinyl}-N-phenylpropanamide ethanedioate). Yield: 42.0%. RXN SMILES: I[CH2:2][CH2:3][N:4]1[C:8](=[O:9])[N:7]([CH3:10])[N:6]=[N:5]1.[CH3:11][O:12][CH2:13][C:14]1([N:20]([C:25]2[CH:30]=[CH:29][CH:28]=[CH:27][CH:26]=2)[C:21](=[O:24])[CH2:22][CH3:23])[CH2:19][CH2:18][NH:17][CH2:16][CH2:15]1.[C:31](=O)([O-:33])[O-:32].[Na+].[Na+].[I-].[K+]>O.CC(C)CC(=O)C>[C:8]([OH:9])(=[O:12])[C:31]([OH:33])=[O:32].[CH3:10][N:7]1[C:8](=[O:9])[N:4]([CH2:3][CH2:2][N:17]2[CH2:18][CH2:19][C:14]([N:20]([C:25]3[CH:30]=[CH:29][CH:28]=[CH:27][CH:26]=3)[C:21](=[O:24])[CH2:22][CH3:23])([CH2:13][O:12][CH3:11])[CH2:15][CH2:16]2)[N:5]=[N:6]1 |f:2.3.4,5.6,9.10|. Reported procedure: A mixture of 2.55 parts of 1,4-dihydro-1-(2-iodoethyl)-4-methyl-5H-tetrazol-5-one, 3.45 parts of N-[4-(methoxymethyl)-4-piperidinyl]-N-phenylpropanamide, 2 parts of sodium carbonate, 0.2 parts of potassium iodide and 160 parts of 4-methyl-2-pentanone is stirred and refluxed overnight with water-separator. The reaction mixture is cooled, 100 parts of water are added and the layers are separated. The aqueous phase is extracted with dichloromethane. The combined organic phases are dried, filtered a... Starting materials: CC(C)(C)c1cccc(C(C)(C)C)c1O, CS(C)=O, O=[N+]([O-])c1ccc(Cl)cc1, Cl, [Na+], [OH-]. The product is CC(C)(C)c1cc(-c2ccc([N+](=O)[O-])cc2)cc(C(C)(C)C)c1O. RXN SMILES: [C:3]([CH3:4])([CH3:5])([CH3:6])[c:7]1[c:8]([OH:17])[c:9]([C:13]([CH3:14])([CH3:15])[CH3:16])[cH:10][cH:11][cH:12]1.[CH3:29][S:30]([CH3:31])=[O:32].[Cl:18][c:19]1[cH:20][cH:21][c:22]([N+:25](=[O:26])[O-:27])[cH:23][cH:24]1.[ClH:28].[Na+:2].[OH-:1]>>[C:3]([CH3:4])([CH3:5])([CH3:6])[c:7]1[c:8]([OH:17])[c:9]([C:13]([CH3:14])([CH3:15])[CH3:16])[cH:10][c:11](-[c:19]2[cH:20][cH:21][c:22]([N+:25](=[O:26])[O-:27])[cH:23][cH:24]2)[cH:12]1.